Dataset: the Open Reaction Database (ORD), a public repository of structured organic reaction records. Task: describe an organic reaction: reactants, conditions, products, and yield The reactants are [Li]C(C)(C)C, CC(C)(C)OC(=O)Nc1ccnc(Cl)c1, C1CCOC1, CI. The product is Cc1c(NC(=O)OC(C)(C)C)ccnc1Cl. As a reaction SMILES: [C:1]([Li:2])([CH3:3])([CH3:4])[CH3:5].[C:6]([CH3:7])([CH3:8])([CH3:9])[O:10][C:11]([NH:12][c:13]1[cH:14][c:15]([Cl:19])[n:16][cH:17][cH:18]1)=[O:20].[CH2:23]1[O:24][CH2:25][CH2:26][CH2:27]1.[CH3:21][I:22]>>[CH3:1][c:14]1[c:13]([NH:12][C:11]([O:10][C:6]([CH3:7])([CH3:8])[CH3:9])=[O:20])[cH:18][cH:17][n:16][c:15]1[Cl:19]. Starting materials: BrC1=NC(=CN=C1)Br (2,6-dibromopyrazine), N1(CCNCCC1)C(=O)OC(C)(C)C (tert-butyl 1,4-diazepane-1-carboxylate), CCN(C(C)C)C(C)C (DIPEA). Run in CCO (EtOH). Conditions: temperature 100 celsius. Yields the product BrC1=CN=CC(=N1)N1CCN(CCC1)C(=O)OC(C)(C)C (tert-butyl 4-(6-bromopyrazin-2-yl)-1,4-diazepane-1-carboxylate). Isolated yield 70.0%. RXN SMILES: Br[C:2]1[CH:7]=[N:6][CH:5]=[C:4]([Br:8])[N:3]=1.[N:9]1([C:16]([O:18][C:19]([CH3:22])([CH3:21])[CH3:20])=[O:17])[CH2:15][CH2:14][CH2:13][NH:12][CH2:11][CH2:10]1.CCN(C(C)C)C(C)C>CCO>[Br:8][C:4]1[N:3]=[C:2]([N:12]2[CH2:13][CH2:14][CH2:15][N:9]([C:16]([O:18][C:19]([CH3:22])([CH3:21])[CH3:20])=[O:17])[CH2:10][CH2:11]2)[CH:7]=[N:6][CH:5]=1. Procedure: A mixture of 2,6-dibromopyrazine (0.47 g, 2 mmol), tert-butyl 1,4-diazepane-1-carboxylate (0.4 g, 2 mmol), and DIPEA (0.78 g, 6 mmol) in EtOH (10 mL) was heated at 100° C. for 15 hours. The reaction mixture was concentrated under reduced pressure to give a residue. The residue was purified by silica gel chromatography using petroleum ether/ethyl acetate (5% to 50%) as eluting solvents to afford tert-butyl 4-(6-bromopyrazin-2-yl)-1,4-diazepane-1-carboxylate as colorless oil (0.5 g, 70%). MS (ESI)... The reactants are FC(C(=C(F)F)F)(F)F (hexafluoropropene), CC(C)C (Isobutane), FC(C(=C(F)F)F)(F)F (hexafluoropropene), 1,1,1,2,3,3-hexafluoro-4,4-dimethylpentane (CH3)3C, CC(C)C (isobutane). Yields the product FC(C(C(C(C)(C)C)(F)F)F)(F)F (1,1,1,2,3,3-hexafluoro-4,4-dimethylpentane). As a reaction SMILES: [CH3:1][CH:2]([CH3:4])[CH3:3].[F:5][C:6]([F:13])([F:12])[C:7]([F:11])=[C:8]([F:10])[F:9]>>[F:5][C:6]([F:13])([F:12])[CH:7]([F:11])[C:8]([F:10])([F:9])[C:2]([CH3:4])([CH3:3])[CH3:1]. Reported procedure: Isobutane (1.98 g., 34.2 mmole) and hexafluoropropene (1.71 g., 11.4 mmole) were heated at 295° for 4 days to give: (i) isobutane (1.42 g., 24.4 mmole; 71% recovery); (ii) hexafluoropropene (0.51 g., 3.4 mmole; 30% recovery); (iii) 1,1,1,2,3,3-hexafluoro-4,4-dimethylpentane (CH3)3C. CF2. CHF. CF3 (1.39g., 6.7 mmole; 84% based on C3F6 consumed) (Found: C, 40.6; H, 4.7%; M, 209. C7H10F6 required C, 40.4; H, 4.8%; M, 208), b.p. 101° C. Similar reactions carried out at 210° C, 260° C and 330° C gave... Starting materials: COC(=O)c1ccc2c(C3CCCCC3)c(-c3ccccc3C=O)n(CCNC(=O)OC(C)(C)C)c2c1, CO, Cl. Product: COC(=O)c1ccc2c(C3CCCCC3)c(-c3ccccc3CO)n(CCNC(=O)OC(C)(C)C)c2c1. RXN SMILES: [C:1]([CH3:2])([CH3:3])([CH3:4])[O:5][C:6](=[O:7])[NH:8][CH2:9][CH2:10][n:11]1[c:12](-[c:30]2[c:31]([CH:36]=[O:37])[cH:32][cH:33][cH:34][cH:35]2)[c:13]([CH:24]2[CH2:25][CH2:26][CH2:27][CH2:28][CH2:29]2)[c:14]2[cH:15][cH:16][c:17]([C:20](=[O:21])[O:22][CH3:23])[cH:18][c:19]12.[CH3:39][OH:40].[ClH:38]>>[C:1]([CH3:2])([CH3:3])([CH3:4])[O:5][C:6](=[O:7])[NH:8][CH2:9][CH2:10][n:11]1[c:12](-[c:30]2[c:31]([CH2:36][OH:37])[cH:32][cH:33][cH:34][cH:35]2)[c:13]([CH:24]2[CH2:25][CH2:26][CH2:27][CH2:28][CH2:29]2)[c:14]2[cH:15][cH:16][c:17]([C:20](=[O:21])[O:22][CH3:23])[cH:18][c:19]12.